From a dataset of the Open Reaction Database (ORD), a public repository of structured organic reaction records. describe an organic reaction: reactants, conditions, products, and yield Reactants: O, O=[N+]([O-])O, CC(C)c1ccc(O)cc1. Yields the product CC(C)c1ccc(O)c([N+](=O)[O-])c1. RXN SMILES: [OH2:15].[OH:11][N+:12]([O-:13])=[O:14].[OH:1][c:2]1[cH:3][cH:4][c:5]([CH:8]([CH3:9])[CH3:10])[cH:6][cH:7]1>>[OH:1][c:2]1[c:3]([N+:12](=[O:11])[O-:13])[cH:4][c:5]([CH:8]([CH3:9])[CH3:10])[cH:6][cH:7]1. The reactants are O (Water), COC(CC1=CC2=CC=C(C=C2C(=C1C)B1OC(C(O1)(C)C)(C)C)Cl)=O ([6-chloro-3-methyl-4-(4,4,5,5-tetra methyl-[1,3,2]-dioxaborolan-2-yl)-naphthalen-2-yl]-acetic acid methyl ester), BrC1=CC=C(C=C1)SC1=C(C=CC=C1F)F (1-(4-bromo-phenylsulfanyl)-2,6-difluorobenzene), C([O-])([O-])=O.[Na+].[Na+] (sodium carbonate). Reagents/catalysts: C=1C=CC(=CC1)[P](C=2C=CC=CC2)(C=3C=CC=CC3)[Pd]([P](C=4C=CC=CC4)(C=5C=CC=CC5)C=6C=CC=CC6)([P](C=7C=CC=CC7)(C=8C=CC=CC8)C=9C=CC=CC9)[P](C=1C=CC=CC1)(C=1C=CC=CC1)C=1C=CC=CC1 (Tetrakis(triphenylphosphine)palladium(0)). Solvent: C(OC)COC (dimethoxyethane). The product is COC(CC1=CC2=CC=C(C=C2C(=C1C)C1=CC=C(C=C1)SC1=C(C=CC=C1F)F)Cl)=O ({6-chloro-4-[4-(2,6-difluoro-phenylsulfanyl)-phenyl]-3-methyl-naphthalen-2-yl}-acetic acid methyl ester). Yield: 16.1%. As a reaction SMILES: [CH3:1][O:2][C:3](=[O:26])[CH2:4][C:5]1[C:14]([CH3:15])=[C:13](B2OC(C)(C)C(C)(C)O2)[C:12]2[C:7](=[CH:8][CH:9]=[C:10]([Cl:25])[CH:11]=2)[CH:6]=1.Br[C:28]1[CH:33]=[CH:32][C:31]([S:34][C:35]2[C:40]([F:41])=[CH:39][CH:38]=[CH:37][C:36]=2[F:42])=[CH:30][CH:29]=1.C(=O)([O-])[O-].[Na+].[Na+].O>C(COC)OC.C1C=CC([P]([Pd]([P](C2C=CC=CC=2)(C2C=CC=CC=2)C2C=CC=CC=2)([P](C2C=CC=CC=2)(C2C=CC=CC=2)C2C=CC=CC=2)[P](C2C=CC=CC=2)(C2C=CC=CC=2)C2C=CC=CC=2)(C2C=CC=CC=2)C2C=CC=CC=2)=CC=1>[CH3:1][O:2][C:3](=[O:26])[CH2:4][C:5]1[C:14]([CH3:15])=[C:13]([C:28]2[CH:29]=[CH:30][C:31]([S:34][C:35]3[C:36]([F:42])=[CH:37][CH:38]=[CH:39][C:40]=3[F:41])=[CH:32][CH:33]=2)[C:12]2[C:7](=[CH:8][CH:9]=[C:10]([Cl:25])[CH:11]=2)[CH:6]=1 |f:2.3.4,^1:59,61,80,99|. Reported procedure: A stirred solution of [6-chloro-3-methyl-4-(4,4,5,5-tetra methyl-[1,3,2]-dioxaborolan-2-yl)-naphthalen-2-yl]-acetic acid methyl ester (0.18 g, 0.48 mmol) in dimethoxyethane (4 mL) was purged with argon for 5 minutes at room temperature. Tetrakis(triphenylphosphine)palladium(0) (0.055 g, 0.048 mmol), crude 1-(4-bromo-phenylsulfanyl)-2,6-difluorobenzene (0.14 g) and 2.0 M aqueous sodium carbonate (1 mL, 2 mmol) were added simultaneously to the reaction mixture under argon. The reaction mixture was...